Dataset: the Open Reaction Database (ORD), a public repository of structured organic reaction records. Task: describe an organic reaction: reactants, conditions, products, and yield The reactants are CO, Clc1ccc2ncc(Cl)nc2c1, N. The product is Nc1cnc2ccc(Cl)cc2n1. As a reaction SMILES: [CH3:14][OH:15].[Cl:1][c:2]1[n:3][c:4]2[cH:5][c:6]([Cl:12])[cH:7][cH:8][c:9]2[n:10][cH:11]1.[NH3:13]>>[c:2]1([NH2:13])[n:3][c:4]2[cH:5][c:6]([Cl:12])[cH:7][cH:8][c:9]2[n:10][cH:11]1.